Dataset: the Open Reaction Database (ORD), a public repository of structured organic reaction records. Task: describe an organic reaction: reactants, conditions, products, and yield Starting materials: C(C1=CC=CC=C1)(C1=CC=CC=C1)(C1=CC=CC=C1)N1C=NC(=C1)CN ([(1-trityl-1H-imidazol-4-yl)methyl]amine), C(C)(C)N(CC)C(C)C (diisopropylethylamine), ClC1=NC(=NC(=N1)NC1=CC=C(C=C1)F)NC1=CC=CC=C1 (6-chloro-N-(4-fluorophenyl)-N′-phenyl-1,3,5-triazine-2,4-diamine), crude product, C(C)OC(C)=O.Cl (hydrochloric acid ethyl acetate). Solvent: O (water), C(C)(=O)OCC (ethyl acetate), O (water), C(C)#N (acetonitrile), C(C)(=O)O (acetic acid). Reaction conditions: temperature 80 celsius, time 3 day. Product: Cl.FC1=CC=C(C=C1)NC1=NC(=NC(=N1)NCC=1N=CNC1)NC1=CC=CC=C1 (N-(4-fluorophenyl)-N′-(1H-imidazol-4-ylmethyl)-N″-phenyl-1,3,5-triazine-2,4,6-triamine hydrochloride). As a reaction SMILES: C([N:20]1[CH:24]=[C:23]([CH2:25][NH2:26])[N:22]=[CH:21]1)(C1C=CC=CC=1)(C1C=CC=CC=1)C1C=CC=CC=1.C(N(C(C)C)CC)(C)C.[Cl:36][C:37]1[N:42]=[C:41]([NH:43][C:44]2[CH:49]=[CH:48][C:47]([F:50])=[CH:46][CH:45]=2)[N:40]=[C:39]([NH:51][C:52]2[CH:57]=[CH:56][CH:55]=[CH:54][CH:53]=2)[N:38]=1.C(OC(=O)C)C.Cl>C(#N)C.C(O)(=O)C.C(OCC)(=O)C.O>[ClH:36].[F:50][C:47]1[CH:46]=[CH:45][C:44]([NH:43][C:41]2[N:42]=[C:37]([NH:26][CH2:25][C:23]3[N:22]=[CH:21][NH:20][CH:24]=3)[N:38]=[C:39]([NH:51][C:52]3[CH:57]=[CH:56][CH:55]=[CH:54][CH:53]=3)[N:40]=2)=[CH:49][CH:48]=1 |f:3.4,9.10|. Procedure details: A 678 mg portion of [(1-trityl-1H-imidazol-4-yl)methyl]amine was dissolved in 10.0 ml of acetonitrile, and 0.52 ml of diisopropylethylamine and 316 mg of the 6-chloro-N-(4-fluorophenyl)-N′-phenyl-1,3,5-triazine-2,4-diamine synthesized in Reference Example 1 were added thereto and stirred at 80° C. for 3 days. After cooling down to room temperature, the reaction solution was mixed with water and extracted with ethyl acetate. The organic layer was washed with citric acid aqueous solution and satur... Reactants: BrC1=CC2=C(C=C1)C=1CN(CCC1O2)C(=O)OC(C)(C)C (tert-butyl 7-bromo-3,4-dihydrobenzofuro[3,2-c]pyridine-2(1H)-carboxylate), ClC=1C=C(C=CC1)S(=O)[O-].[Na+] (sodium 3-chlorobenzenesulfinate). RXN SMILES: Br[C:2]1[CH:7]=[CH:6][C:5]2[C:8]3[CH2:9][N:10]([C:15]([O:17][C:18]([CH3:21])([CH3:20])[CH3:19])=[O:16])[CH2:11][CH2:12][C:13]=3[O:14][C:4]=2[CH:3]=1.[Cl:22][C:23]1[CH:24]=[C:25]([S:29]([O-:31])=[O:30])[CH:26]=[CH:27][CH:28]=1.[Na+]>>[Cl:22][C:23]1[CH:24]=[C:25]([S:29]([C:2]2[CH:7]=[CH:6][C:5]3[C:8]4[CH2:9][N:10]([C:15]([O:17][C:18]([CH3:21])([CH3:20])[CH3:19])=[O:16])[CH2:11][CH2:12][C:13]=4[O:14][C:4]=3[CH:3]=2)(=[O:31])=[O:30])[CH:26]=[CH:27][CH:28]=1 |f:1.2|. Yields the product ClC=1C=C(C=CC1)S(=O)(=O)C1=CC2=C(C=C1)C=1CN(CCC1O2)C(=O)OC(C)(C)C (tert-butyl 7-(3-chlorophenylsulfonyl)-3,4-dihydrobenzofuro[3,2-c]pyridine-2(1H)-carboxylate). Procedure: The product of step A was coupled with sodium 3-chlorobenzenesulfinate following the procedure of Example 29, step C. Purification by flash column chromatography (SiO2, 100:0 to 30:70 hexanes/ethyl acetate) provided tert-butyl 7-(3-chlorophenylsulfonyl)-3,4-dihydrobenzofuro[3,2-c]pyridine-2(1H)-carboxylate (66 mg, 52%) as an oil: 1H NMR (CDCl3, 300 MHz) δ 8.06 (d, J=1.3 Hz, 1H), 7.92 (t, J=1.9 Hz, 1H), 7.83 (td, J=7.9, 1.4 Hz, 1H), 7.80 (d, J=8.0 Hz, 1H), 7.53 (d, J=8.2 Hz, 1H), 7.50 (m, 1H), 7.... The yield is 52.0%.